This data is from the Open Reaction Database (ORD), a public repository of structured organic reaction records. The task is: describe an organic reaction: reactants, conditions, products, and yield Starting materials: B(Cl)(Cl)Cl (boron trichloride), [N-]=[N+]=[N-].[Na+] (sodium azide), FC=1C=C(C=C(C1)F)C1=CC=C2C(=N1)C(=CO2)CC(=O)O (2-(5-(3,5-difluorophenyl)furo[3,2-b]pyridin-3-yl)acetic acid), C(C(=O)Cl)(=O)Cl (oxalyl chloride), CN(C)C=O (DMF). The solvent is C(Cl)Cl (CH2Cl2), CO (MeOH), CO (MeOH), C(Cl)Cl (CH2Cl2), C(Cl)Cl (CH2Cl2). Run at temperature 0 celsius, time 15 minute. Yields the product [NH4+].[OH-] (NH4OH), FC=1C=C(C=C(C1)F)C1=CC=C2C(=N1)C(=CO2)CNC(OC)=O (methyl (5-(3,5-difluorophenyl)furo[3,2-b]pyridin-3-yl)methylcarbamate). Isolated yield 60.0%. Reaction SMILES: [F:1][C:2]1[CH:3]=[C:4]([C:9]2[N:14]=[C:13]3[C:15]([CH2:18]C(O)=O)=[CH:16][O:17][C:12]3=[CH:11][CH:10]=2)[CH:5]=[C:6]([F:8])[CH:7]=1.C(Cl)(=O)[C:23](Cl)=[O:24].[N-]=[N+]=[N-].[Na+].B(Cl)(Cl)Cl.C[N:37]([CH:39]=[O:40])C>C(Cl)Cl.CO>[NH4+:14].[OH-:17].[F:8][C:6]1[CH:5]=[C:4]([C:9]2[N:14]=[C:13]3[C:15]([CH2:18][NH:37][C:39](=[O:40])[O:24][CH3:23])=[CH:16][O:17][C:12]3=[CH:11][CH:10]=2)[CH:3]=[C:2]([F:1])[CH:7]=1 |f:2.3,8.9|. Reported procedure: To a flask under N2 charged with 2-(5-(3,5-difluorophenyl)furo[3,2-b]pyridin-3-yl)acetic acid (1.033 g, 3.57 mmol) was added anhydrous CH2Cl2 (40 mL). The heterogeneous solution was cooled to 0° C. and oxalyl chloride (1.6 mL, 17.8 mmol) was added, followed by a catalytic amount of DMF. The solution was warmed to rt and maintained for 1 h. The solution was concentrated, then taken up in anhydrous acetone and added to a stirring aqueous solution of sodium azide (1.62 g, 25.0 mmol, in 10 mL H2O) a... Starting materials: C(=O)N (formamide), ClC1=CC=C(C=C1)C(C)=O (4'-chloroacetophenone). Yields the product C(=O)NC(C)C1=CC=C(C=C1)Cl (N-formyl-1-(4-chlorophenyl)ethylamine). Yield: 99.7%. As a reaction SMILES: [CH:1]([NH2:3])=[O:2].[Cl:4][C:5]1[CH:10]=[CH:9][C:8]([C:11](=O)[CH3:12])=[CH:7][CH:6]=1>>[CH:1]([NH:3][CH:11]([C:8]1[CH:9]=[CH:10][C:5]([Cl:4])=[CH:6][CH:7]=1)[CH3:12])=[O:2]. Reported procedure: In the same manner as in Example 1 except that 110.7 g of formamide was used in place of ammonium formate and 126.7 g of 4'-chloroacetophenone was used in place of acetophenone, the reaction and post treatment were carried out to obtain 150 g of crude N-formyl-1-(4-chlorophenyl)ethylamine; the purity: 87.4%. The product is COC(=O)c1ccc(-c2cccc(C(C)=O)c2)cc1. Starting materials: CC(C)(C)P(c1ccccc1-c1ccccc1)C(C)(C)C, CC(=O)c1cccc(B(O)O)c1, CC(=O)[O-], CC(=O)[O-], COC(=O)c1ccc(Cl)cc1, [F-], [K+], [Pd+2]. RXN SMILES: [C:1]([P:2]([C:3]([CH3:4])([CH3:5])[CH3:6])[c:7]1[cH:8][cH:9][cH:10][cH:11][c:12]1-[c:13]1[cH:14][cH:15][cH:16][cH:17][cH:18]1)([CH3:19])([CH3:20])[CH3:21].[C:22]([CH3:23])(=[O:24])[c:25]1[cH:26][c:27]([B:31]([OH:32])[OH:33])[cH:28][cH:29][cH:30]1.[C:47]([O-:48])(=[O:49])[CH3:50].[C:52]([O-:53])(=[O:54])[CH3:55].[CH3:36][O:37][C:38]([c:39]1[cH:40][cH:41][c:42]([Cl:45])[cH:43][cH:44]1)=[O:46].[F-:34].[K+:35].[Pd+2:51]>>[C:22]([CH3:23])(=[O:24])[c:25]1[cH:26][c:27](-[c:42]2[cH:41][cH:40][c:39]([C:38]([O:37][CH3:36])=[O:46])[cH:44][cH:43]2)[cH:28][cH:29][cH:30]1.